This data is from the Open Reaction Database (ORD), a public repository of structured organic reaction records. The task is: describe an organic reaction: reactants, conditions, products, and yield Starting materials: ClC=1C=C2N=C3C=CC(=CC3=C(C2=CC1)Cl)OC (6,9-dichloro-2-methoxyacridine), N1(CCCC1)CCCCN (4-(pyrrolidin-1-yl)butan-1-amine). Product: ClC=1C=C2N=C3C=CC(=CC3=C(C2=CC1)NCCCCN1CCCC1)OC (6-Chloro-2-methoxy-N-(4-(pyrrolidin-1-yl)butyl)acridin-9-amine). Reaction SMILES: [Cl:1][C:2]1[CH:3]=[C:4]2[C:13](=[CH:14][CH:15]=1)[C:12](Cl)=[C:11]1[C:6]([CH:7]=[CH:8][C:9]([O:17][CH3:18])=[CH:10]1)=[N:5]2.[N:19]1([CH2:24][CH2:25][CH2:26][CH2:27][NH2:28])[CH2:23][CH2:22][CH2:21][CH2:20]1>>[Cl:1][C:2]1[CH:3]=[C:4]2[C:13](=[CH:14][CH:15]=1)[C:12]([NH:28][CH2:27][CH2:26][CH2:25][CH2:24][N:19]1[CH2:23][CH2:22][CH2:21][CH2:20]1)=[C:11]1[C:6]([CH:7]=[CH:8][C:9]([O:17][CH3:18])=[CH:10]1)=[N:5]2. Reported procedure: Following the general procedure of Example 1 and making non-critical variations, but using 6,9-dichloro-2-methoxyacridine and 4-(pyrrolidin-1-yl)butan-1-amine (Step 3), the title compound was obtained; MS (Found M+1=384). Starting materials: C(C)(=O)O[C@]1(C(C)=O)[C@H](C[C@H]2[C@@H]3C[C@@H](C4=CC(CC[C@]4(C)C3=CC[C@]12C)=O)C)C (17α-acetoxy-6α,16β-dimethyl-4,9(11)-pregnadiene-3,20-dione), S(=O)([O-])[O-].[Na+].[Na+] (sodium sulfite), C(C)(=O)[O-].[Na+] (sodium acetate), BrN1C(CCC1=O)=O (N-bromosuccinimide), Cl(=O)(=O)(=O)O (perchloric acid), O1CCOCC1 (dioxane). The solvent is O (water), O (water), CO (methanol), O (water), O (water). Run at temperature 20 celsius, time 1 hour. Yields the product C(C)(=O)O[C@]1(C(C)=O)[C@H](C[C@H]2[C@@H]3C[C@@H](C4=CC(CC[C@]4(C)[C@]3([C@H](C[C@]12C)O)Br)=O)C)C (17α-acetoxy-9α-bromo-11β-hydroxy-6α,16β-dimethyl-4-pregnene-3,20-dione). RXN SMILES: C(O[C@:5]1([C@:25]2(C)[C@H:11]([C@H:12]3[C:22](=C[CH2:24]2)[C@:20]2([CH3:21])[C:15](=[CH:16][C:17](=[O:27])[CH2:18][CH2:19]2)[C@@H:14]([CH3:28])[CH2:13]3)[CH2:10][C@@H:9]1[CH3:29])[C:6](=[O:8])[CH3:7])(=O)C.[Br:30]N1C(=O)CCC1=O.Cl(O)(=O)(=O)=O.[C:43]([O-:46])(=[O:45])[CH3:44].[Na+].S([O-])([O-])=O.[Na+].[Na+].[O:54]1[CH2:59][CH2:58]OCC1>O.CO>[C:43]([O:46][C@:5]1([C@:25]2([CH3:24])[C@H:11]([C@H:12]3[C@:22]([Br:30])([C@@H:59]([OH:54])[CH2:58]2)[C@:20]2([CH3:21])[C:15](=[CH:16][C:17](=[O:27])[CH2:18][CH2:19]2)[C@@H:14]([CH3:28])[CH2:13]3)[CH2:10][C@@H:9]1[CH3:29])[C:6](=[O:8])[CH3:7])(=[O:45])[CH3:44] |f:3.4,5.6.7|. Procedure: A solution of 0.5 g of 17α-acetoxy-6α,16β-dimethyl-4,9(11)-pregnadiene-3,20-dione in 7.7 ml of dioxane and 0.5 ml of water is combined, after adding 380 mg of N-bromosuccinimide, at 20° C. dropwise with a solution of 0.04 ml of 70% strength perchloric acid in 0.6 ml of water. The mixture is agitated for one hour at an internal temperature of 20° C., cooled down to 15° C., and neutralized dropwise with a solution of 1.6 g of sodium acetate and 1.0 g of sodium sulfite in 9.7 ml of water. In this p... Starting materials: IC (Iodomethane), C[Si]([N-][Si](C)(C)C)(C)C.[Li+] (Lithium hexamethyldisilazanide), O=C1CCC(CC1)C(=O)OCC (ethyl 4-oxocyclohexane-1-carboxylate). Solvent: C1CCOC1.C(C)C1=CC=CC=C1 (THF ethylbenzene), C1CCOC1 (THF). Run at time 30 minute. Yields the product CC1CC(CCC1=O)C(=O)OCC (Ethyl 3-methyl-4-oxocyclohexane-1-carboxylate). Yield: 14.9%. As a reaction SMILES: C[Si](C)(C)[N-][Si](C)(C)C.[Li+].[O:11]=[C:12]1[CH2:17][CH2:16][CH:15]([C:18]([O:20][CH2:21][CH3:22])=[O:19])[CH2:14][CH2:13]1.I[CH3:24]>C1COCC1.C(C1C=CC=CC=1)C.C1COCC1>[CH3:24][CH:13]1[C:12](=[O:11])[CH2:17][CH2:16][CH:15]([C:18]([O:20][CH2:21][CH3:22])=[O:19])[CH2:14]1 |f:0.1,4.5|. Procedure: Lithium hexamethyldisilazanide in THF/ethylbenzene (1M, 117.5 mL) was added dropwise to a stirred solution of ethyl 4-oxocyclohexane-1-carboxylate (20 g, 0.12 mol) in THF (100 mL) at −78° C. The mixture was stirred for 30 minutes. Iodomethane (7.32 mL, 0.12 mol) was added dropwise, then the mixture was gradually warmed to room temperature over 1 h and stirred for 4 h. The mixture was quenched with water (200 mL) and extracted with ethyl acetate (2×200 mL). The combined organic layers were washed... Starting materials: [Al+3], C1CCOC1, Cc1ccc2c(c1)c1c(n2CC(=O)N2CCN(C)CC2)CCN(C)C1, [H-], [H-], [H-], [H-], [Li+]. Product: Cc1ccc2c(c1)c1c(n2CCN2CCN(C)CC2)CCN(C)C1. RXN SMILES: [Al+3:2].[CH2:32]1[O:33][CH2:34][CH2:35][CH2:36]1.[CH3:7][N:8]1[CH2:9][c:10]2[c:11]([n:12]([CH2:20][C:21](=[O:22])[N:23]3[CH2:24][CH2:25][N:26]([CH3:29])[CH2:27][CH2:28]3)[c:13]3[cH:14][cH:15][c:16]([CH3:19])[cH:17][c:18]23)[CH2:30][CH2:31]1.[H-:1].[H-:4].[H-:5].[H-:6].[Li+:3]>>[CH3:7][N:8]1[CH2:9][c:10]2[c:11]([n:12]([CH2:20][CH2:21][N:23]3[CH2:24][CH2:25][N:26]([CH3:29])[CH2:27][CH2:28]3)[c:13]3[cH:14][cH:15][c:16]([CH3:19])[cH:17][c:18]23)[CH2:30][CH2:31]1. Reactants: CCN(C(C)C)C(C)C, CCN=C=NCCCN(C)C, COC(=O)c1ccc(-n2ncc(C(=O)O)c2SC2CCCC2)cc1, NC1C2CC3CC(C2)CC1C3, Cl, Cl, CN(C)C=O, On1nnc2ccccc21. Product: COC(=O)c1ccc(-n2ncc(C(=O)NC3C4CC5CC(C4)CC3C5)c2SC2CCCC2)cc1. Reaction SMILES: [CH2:59]([N:60]([CH:61]([CH3:62])[CH3:63])[CH:64]([CH3:65])[CH3:66])[CH3:67].[CH3:2][N:3]([CH3:4])[CH2:5][CH2:6][CH2:7][N:8]=[C:9]=[N:10][CH2:11][CH3:12].[CH:13]1([S:18][c:19]2[c:20]([C:34](=[O:35])[OH:36])[cH:21][n:22][n:23]2-[c:24]2[cH:25][cH:26][c:27]([C:30](=[O:31])[O:32][CH3:33])[cH:28][cH:29]2)[CH2:14][CH2:15][CH2:16][CH2:17]1.[CH:38]12[CH:39]([NH2:48])[CH:40]3[CH2:41][CH:42]([CH2:43][CH:44]([CH2:45]1)[CH2:46]3)[CH2:47]2.[ClH:1].[ClH:37].[O:68]=[CH:69][N:70]([CH3:71])[CH3:72].[OH:49][n:50]1[c:51]2[cH:52][cH:53][cH:54][cH:55][c:56]2[n:57][n:58]1>>[CH:13]1([S:18][c:19]2[c:20]([C:34](=[O:35])[NH:48][CH:39]3[CH:38]4[CH2:45][CH:44]5[CH2:43][CH:42]([CH2:41][CH:40]3[CH2:46]5)[CH2:47]4)[cH:21][n:22][n:23]2-[c:24]2[cH:25][cH:26][c:27]([C:30](=[O:31])[O:32][CH3:33])[cH:28][cH:29]2)[CH2:14][CH2:15][CH2:16][CH2:17]1.